describe an organic reaction: reactants, conditions, products, and yield From a dataset of the Open Reaction Database (ORD), a public repository of structured organic reaction records. Starting materials: O(C1=CC=CC=C1)C[C@H]1N(CCC1)S(=O)(=O)C=1C=C2C3(C(NC2=CC1)=O)OCCCO3 (5′-{[(2S)-2-(phenoxymethyl)pyrrolidin-1-yl]sulfonyl}spiro[1,3-dioxane-2,3′-indol]-2′(1′H)-one), ClCC1(CCCC1)C#N (1-chloromethyl-cyclopentanecarbonitrile). Yields the product O(C1=CC=CC=C1)C[C@H]1N(CCC1)S(=O)(=O)C1=CC=2C(C=3N(C2C=C1)CC1(CN3)CCCC1)=O (8′-{[(2S)-2-(Phenoxymethyl)pyrrolidin-1-yl]sulfonyl}spiro[cyclopentane-1,3′-pyrimido[1,2-a]indol]-10′(2′H)-one). As a reaction SMILES: [O:1]([CH2:8][C@@H:9]1[CH2:13][CH2:12][CH2:11][N:10]1[S:14]([C:17]1[CH:18]=[C:19]2[C:23](=[CH:24][CH:25]=1)[NH:22][C:21](=O)[C:20]12[O:31]CCCO1)(=[O:16])=[O:15])[C:2]1[CH:7]=[CH:6][CH:5]=[CH:4][CH:3]=1.Cl[CH2:33][C:34]1([C:39]#[N:40])[CH2:38][CH2:37][CH2:36][CH2:35]1>>[O:1]([CH2:8][C@@H:9]1[CH2:13][CH2:12][CH2:11][N:10]1[S:14]([C:17]1[CH:25]=[CH:24][C:23]2[N:22]3[CH2:33][C:34]4([CH2:38][CH2:37][CH2:36][CH2:35]4)[CH2:39][N:40]=[C:21]3[C:20](=[O:31])[C:19]=2[CH:18]=1)(=[O:16])=[O:15])[C:2]1[CH:7]=[CH:6][CH:5]=[CH:4][CH:3]=1. Procedure: The title compound was prepared as a yellow solid from 5′-{[(2S)-2-(phenoxymethyl)pyrrolidin-1-yl]sulfonyl}spiro[1,3-dioxane-2,3′-indol]-2′(1′H)-one and 1-chloromethyl-cyclopentanecarbonitrile (Syn. Comm. 20(12) 1757, 1990) using a procedure similar to that of steps 3-5 of Example 12. NMR (400 Mz, DMSO-d6): consistent. MS: (ES−) m/z 478 [M−H]. m.p.: 142.9.8-144.5° C.